This data is from the Open Reaction Database (ORD), a public repository of structured organic reaction records. The task is: describe an organic reaction: reactants, conditions, products, and yield Reactants: CC(=O)O, CCOC(=O)C=C1CCCc2c1cnn2-c1ccc(Cl)c(Cl)c1. Yields the product CCOC(=O)CC1CCCc2c1cnn2-c1ccc(Cl)c(Cl)c1. As a reaction SMILES: [CH3:24][C:25](=[O:26])[OH:27].[Cl:1][c:2]1[cH:3][c:4](-[n:9]2[n:10][cH:11][c:12]3[c:17]2[CH2:16][CH2:15][CH2:14][C:13]3=[CH:18][C:19](=[O:20])[O:21][CH2:22][CH3:23])[cH:5][cH:6][c:7]1[Cl:8]>>[Cl:1][c:2]1[cH:3][c:4](-[n:9]2[n:10][cH:11][c:12]3[c:17]2[CH2:16][CH2:15][CH2:14][CH:13]3[CH2:18][C:19](=[O:20])[O:21][CH2:22][CH3:23])[cH:5][cH:6][c:7]1[Cl:8]. Reactants: O=C([O-])[O-], CN(C)C=O, Cc1sc(-c2ccccc2)nc1CCl, [K+], [K+], O, O=Cc1ccc(O)cc1. Product: Cc1sc(-c2ccccc2)nc1COc1ccc(C=O)cc1. As a reaction SMILES: [C:24](=[O:25])([O-:26])[O-:27].[CH3:30][N:31]([CH3:32])[CH:33]=[O:34].[Cl:1][CH2:2][c:3]1[n:4][c:5](-[c:9]2[cH:10][cH:11][cH:12][cH:13][cH:14]2)[s:6][c:7]1[CH3:8].[K+:28].[K+:29].[OH2:35].[OH:15][c:16]1[cH:17][cH:18][c:19]([CH:20]=[O:21])[cH:22][cH:23]1>>[CH2:2]([c:3]1[n:4][c:5](-[c:9]2[cH:10][cH:11][cH:12][cH:13][cH:14]2)[s:6][c:7]1[CH3:8])[O:15][c:16]1[cH:17][cH:18][c:19]([CH:20]=[O:21])[cH:22][cH:23]1.